From a dataset of the Open Reaction Database (ORD), a public repository of structured organic reaction records. describe an organic reaction: reactants, conditions, products, and yield The reactants are [Na+], CN(C)C=O, [OH-], O=P(Cl)(Cl)Cl, NC(=O)c1ccc2nc[nH]c2c1. Yields the product N#Cc1ccc2nc[nH]c2c1. Reaction SMILES: [Na+:19].[O:20]=[CH:21][N:22]([CH3:23])[CH3:24].[OH-:18].[P:1]([Cl:2])([Cl:3])([Cl:4])=[O:5].[nH:6]1[cH:7][n:8][c:9]2[c:10]1[cH:11][c:12]([C:15](=[O:16])[NH2:17])[cH:13][cH:14]2>>[nH:6]1[cH:7][n:8][c:9]2[c:10]1[cH:11][c:12]([C:15]#[N:17])[cH:13][cH:14]2. The reactants are C(C1=CC=CC=C1)(C1=CC=CC=C1)N1CC(C1)OC(C1=C(C=C(C=C1)Cl)Cl)C1=CC=C(C=C1)Cl (1-benzhydryl-3-(2,4,4′-trichlorobenzhydryloxy)azetidine), C(C1=CC=CC=C1)(C1=CC=CC=C1)N1CC(C1)O (1-benzhydryl-3-azetidinol), FC(C1=C(C(C2=CC=C(C=C2)C)O)C=CC=C1)(F)F (2-(trifluoromethyl)-4′-methylbenzhydrol). Yields the product C(C)(=O)OCC.CCCC(C)C (ethyl acetate iso-hexane), gum. RXN SMILES: [CH:1](N1[CH2:17][CH:16]([OH:18])C1)([C:8]1C=CC=C[CH:9]=1)[C:2]1[CH:7]=CC=C[CH:3]=1.FC(F)(F)C1C=CC=C[C:22]=1[CH:23]([OH:31])C1C=CC(C)=CC=1.C(N1CC(OC(C2C=CC(Cl)=CC=2)C2C=CC(Cl)=CC=2Cl)C1)(C1C=CC=CC=1)C1C=CC=CC=1>>[C:23]([O:18][CH2:16][CH3:17])(=[O:31])[CH3:22].[CH3:9][CH2:8][CH2:1][CH:2]([CH3:7])[CH3:3] |f:3.4|. Reported procedure: This material was prepared from 1-benzhydryl-3-azetidinol (1) (7.5 mmol) and 2-(trifluoromethyl)-4′-methylbenzhydrol (149) (15 mmol) using the procedure described for compound (3). Flash column chromatography [SiO2; ethyl acetate-iso-hexane (5:95)] afforded a yellow gum (4.41 g) which was used in the next step without further purification. RXN SMILES: [Br:1][c:2]1[c:3]([F:22])[c:4]2[c:5]([CH:14]3[CH2:15][CH2:16][S:17](=[O:20])(=[O:21])[CH2:18][CH2:19]3)[cH:6][nH:7][c:8]2[c:9]([C:11](=[O:12])[NH2:13])[cH:10]1.[CH2:38]1[O:39][CH2:40][CH2:41][O:42][CH2:43]1.[K+:32].[K+:33].[O-:34][C:35]([O-:36])=[O:37].[OH2:44].[OH:23][B:24]([OH:25])[c:26]1[cH:27][cH:28][cH:29][cH:30][cH:31]1>>[c:2]1(-[c:26]2[cH:27][cH:28][cH:29][cH:30][cH:31]2)[c:3]([F:22])[c:4]2[c:5]([CH:14]3[CH2:15][CH2:16][S:17](=[O:20])(=[O:21])[CH2:18][CH2:19]3)[cH:6][nH:7][c:8]2[c:9]([C:11](=[O:12])[NH2:13])[cH:10]1. The reactants are NC(=O)c1cc(Br)c(F)c2c(C3CCS(=O)(=O)CC3)c[nH]c12, C1COCCO1, [K+], [K+], O=C([O-])[O-], O, OB(O)c1ccccc1. Yields the product NC(=O)c1cc(-c2ccccc2)c(F)c2c(C3CCS(=O)(=O)CC3)c[nH]c12. The reactants are BrC=1C=NC(=NC1)N(CC1=C(C=CC(=C1)C(F)(F)F)N(CCC)CC1CC1)CC=1C=C(C#N)C=C(C1)C(F)(F)F (3-({(5-Bromo-pyrimidin-2-yl)-[2-(cyclopropylmethyl-propyl-amino)-5-trifluoromethyl-benzyl]-amino}-methyl)-5-trifluoromethyl-benzonitrile), CS(=O)C (dimethylsulfoxide). Run at temperature 80 celsius, time 40 minute. Yields the product C1(CC1)CN(C1=C(CN(C2=NC=C(C=N2)O)CC=2C=C(C#N)C=C(C2)C(F)(F)F)C=C(C=C1)C(F)(F)F)CCC (3-{[[2-(cyclopropylmethyl-propyl-amino)-5-trifluoromethyl-benzyl]-(5-hydroxy-pyrimidin-2-yl)-amino]-methyl}-5-trifluoromethyl-benzonitrile). RXN SMILES: Br[C:2]1[CH:3]=[N:4][C:5]([N:8]([CH2:28][C:29]2[CH:30]=[C:31]([CH:34]=[C:35]([C:37]([F:40])([F:39])[F:38])[CH:36]=2)[C:32]#[N:33])[CH2:9][C:10]2[CH:15]=[C:14]([C:16]([F:19])([F:18])[F:17])[CH:13]=[CH:12][C:11]=2[N:20]([CH2:24][CH:25]2[CH2:27][CH2:26]2)[CH2:21][CH2:22][CH3:23])=[N:6][CH:7]=1.CS(C)=[O:43]>>[CH:25]1([CH2:24][N:20]([CH2:21][CH2:22][CH3:23])[C:11]2[CH:12]=[CH:13][C:14]([C:16]([F:19])([F:18])[F:17])=[CH:15][C:10]=2[CH2:9][N:8]([CH2:28][C:29]2[CH:30]=[C:31]([CH:34]=[C:35]([C:37]([F:40])([F:39])[F:38])[CH:36]=2)[C:32]#[N:33])[C:5]2[N:4]=[CH:3][C:2]([OH:43])=[CH:7][N:6]=2)[CH2:27][CH2:26]1. Procedure: 3-({(5-Bromo-pyrimidin-2-yl)-[2-(cyclopropylmethyl-propyl-amino)-5-trifluoromethyl-benzyl]-amino}-methyl)-5-trifluoromethyl-benzonitrile (2.81 g) is dissolved in dimethylsulfoxide (12.6 ml) and the mixture is degassed under reduced pressure and flushed with nitrogen gas. Thereto are added potassium acetate (1.32 g), bis(pinacolato)diboron (2.88 g) and [1,1′-bis(diphenylphosphino)ferrocene]dichloropalladium methylene chloride complex (732 mg) and the mixture is heated at 80° C. under nitrogen atm... Starting materials: [Li]CCCC, CI, C1CCOC1, CC(C)(CCN1CCC(C(F)(F)F)CC1)CS(=O)(=O)c1ccccc1. The product is CC(C(C)(C)CCN1CCC(C(F)(F)F)CC1)S(=O)(=O)c1ccccc1. As a reaction SMILES: [CH2:1]([Li:2])[CH2:3][CH2:4][CH3:5].[CH3:31][I:32].[O:33]1[CH2:34][CH2:35][CH2:36][CH2:37]1.[c:6]1([S:12](=[O:13])(=[O:14])[CH2:15][C:16]([CH2:17][CH2:18][N:19]2[CH2:20][CH2:21][CH:22]([C:25]([F:26])([F:27])[F:28])[CH2:23][CH2:24]2)([CH3:29])[CH3:30])[cH:7][cH:8][cH:9][cH:10][cH:11]1>>[CH3:1][CH:15]([S:12]([c:6]1[cH:7][cH:8][cH:9][cH:10][cH:11]1)(=[O:13])=[O:14])[C:16]([CH2:17][CH2:18][N:19]1[CH2:20][CH2:21][CH:22]([C:25]([F:26])([F:27])[F:28])[CH2:23][CH2:24]1)([CH3:29])[CH3:30]. The reactants are CCCCCCBr, COC(=O)CC(=O)OC, CO, O. Yields the product CCCCCCC(C(=O)OC)C(=O)OC. Reaction SMILES: [Br:10][CH2:11][CH2:12][CH2:13][CH2:14][CH2:15][CH3:16].[C:1]([CH2:2][C:3](=[O:4])[O:5][CH3:6])(=[O:7])[O:8][CH3:9].[CH3:18][OH:19].[OH2:17]>>[C:1]([CH:2]([C:3](=[O:4])[O:5][CH3:6])[CH2:11][CH2:12][CH2:13][CH2:14][CH2:15][CH3:16])(=[O:7])[O:8][CH3:9]. The reactants are CC1=CC(=NN1)C1=CC(=C(C=C1)C)[N+](=O)[O-] (5-Methyl-3-(4-methyl-3-nitro-phenyl)-1H-pyrazole), [Si](C)(C)(C(C)(C)C)Br (tert-butyl-dimethylsilyl bromide), C(=O)([O-])[O-].[Cs+].[Cs+] (Cs2CO3), [Na+].[I-] (NaI), CN1CCCC1=O (NMP). Run in CCOC(=O)C (EtOAc). Yields the product C(C)(C)(C)[Si](OCCN1N=C(C=C1C)C1=CC(=C(C=C1)C)[N+](=O)[O-])(C)C (1-[2-(tert-butyl-dimethyl-silanyloxy)-ethyl]-5-methyl-3-(4-methyl-3-nitro-phenyl)-1H-pyrazole). As a reaction SMILES: [CH3:1][C:2]1[NH:6][N:5]=[C:4]([C:7]2[CH:12]=[CH:11][C:10]([CH3:13])=[C:9]([N+:14]([O-:16])=[O:15])[CH:8]=2)[CH:3]=1.[Si:17](Br)([C:20]([CH3:23])([CH3:22])[CH3:21])([CH3:19])[CH3:18].C([O-])([O-])=O.[Cs+].[Cs+].[Na+].[I-].CN1[C:38](=[O:39])[CH2:37]CC1>CCOC(C)=O>[C:20]([Si:17]([CH3:19])([CH3:18])[O:39][CH2:38][CH2:37][N:6]1[C:2]([CH3:1])=[CH:3][C:4]([C:7]2[CH:12]=[CH:11][C:10]([CH3:13])=[C:9]([N+:14]([O-:16])=[O:15])[CH:8]=2)=[N:5]1)([CH3:23])([CH3:22])[CH3:21] |f:2.3.4,5.6|. Reported procedure: A solution of 5-Methyl-3-(4-methyl-3-nitro-phenyl)-1H-pyrazole, tert-butyl-dimethylsilyl bromide, Cs2CO3 and NaI in NMP was heated in a microwave oven at 100° C. for 1 hour, and then cooled to room temperature. The reaction mixture was diluted with EtOAc, washed with water and brine, dried over Na2SO4, filtered, and concentrated under reduced pressure. The residue was purified by “flash chromatography” (0 to 30% EtOAc in hexanes to give 867 mg of 1-[2-(tert-butyl-dimethyl-silanyloxy)-ethyl]-5-me... Reactants: O=C([O-])[O-], CI, CCOC(C)=O, CN(C)C=O, CCCCCC, [Cs+], [Cs+], Cc1ccnc([N+](=O)[O-])c1O. The product is COc1c(C)ccnc1[N+](=O)[O-]. As a reaction SMILES: [C:12](=[O:13])([O-:14])[O-:15].[CH3:18][I:19].[CH3:20][CH2:21][O:22][C:23](=[O:24])[CH3:25].[CH3:26][N:27]([CH3:28])[CH:29]=[O:30].[CH3:31][CH2:32][CH2:33][CH2:34][CH2:35][CH3:36].[Cs+:16].[Cs+:17].[OH:1][c:2]1[c:3]([N+:9](=[O:10])[O-:11])[n:4][cH:5][cH:6][c:7]1[CH3:8]>>[O:1]([c:2]1[c:3]([N+:9](=[O:10])[O-:11])[n:4][cH:5][cH:6][c:7]1[CH3:8])[CH3:12]. Reactants: C(C)N(C1=CC=CC=C1)CC (Diethyl aniline), C(C)(=O)Cl (acetyl chloride), CC(=O)OCC1=C(N2[C@@H]([C@@H](C2=O)NC(=O)CCC[C@H](C(=O)O)N)SC1)C(=O)O (Cephalosporin C), [Na] (sodium), dihydrate. The solvent is O1CCCC1 (tetrahydrofuran). Run at temperature -35 celsius, time 1 hour. Product: NC1[C@@H]2N(C(=C(CS2)COC(C)=O)C(=O)O)C1=O (7-Amino-3-acetoxymethyl-3-cephem-4-carboxylic acid). Isolated yield 45.0%. Reaction SMILES: [CH3:1][C:2]([O:4][CH2:5][C:6]1[CH2:25][S:24][C@@H:9]2[C@H:10]([NH:13]C(CCC[C@@H](N)C(O)=O)=O)[C:11](=[O:12])[N:8]2[C:7]=1[C:26]([OH:28])=[O:27])=[O:3].[Na].C(N(CC)C1C=CC=CC=1)C.C(Cl)(=O)C>O1CCCC1>[NH2:13][CH:10]1[C:11](=[O:12])[N:8]2[C:7]([C:26]([OH:28])=[O:27])=[C:6]([CH2:5][O:4][C:2](=[O:3])[CH3:1])[CH2:25][S:24][C@H:9]12 |^1:28|. Reported procedure: Cephalosporin C, sodium salt, dihydrate, 4.8 gm (10 mmol), was suspended in 80 ml of tetrahydrofuran (dried over 5A molecular sieves). Diethyl aniline (dried over KOH), 7.4 gm (8.0 ml, 50 mmol), and acetyl chloride, 4.7 gm (4.3 ml, 60 mmol), were added. The mixture was stirred in a water bath at about 30° to 40° C. for 1 hour and then at room temperature for about 2.5 hours. Filtration removed 5.7 gm of undissolved material. The reaction solution was cooled in an ice-alcohol bath before addition... RXN SMILES: C([O:4][CH2:5][CH2:6][N:7]1[C:13]2[CH:14]=[CH:15][CH:16]=[CH:17][C:12]=2[N:11]([C:18](=[O:41])[C:19]2[CH:24]=[CH:23][C:22]([NH:25][C:26](=[O:40])[C:27]3[CH:32]=[CH:31][CH:30]=[CH:29][C:28]=3[C:33]3[CH:38]=[CH:37][C:36]([CH3:39])=[CH:35][CH:34]=3)=[CH:21][CH:20]=2)[CH2:10][CH2:9][C:8]1=[O:42])(=O)C.C(=O)([O-])[O-].[K+].[K+]>CO.C(Cl)(Cl)Cl>[OH:4][CH2:5][CH2:6][N:7]1[C:13]2[CH:14]=[CH:15][CH:16]=[CH:17][C:12]=2[N:11]([C:18](=[O:41])[C:19]2[CH:20]=[CH:21][C:22]([NH:25][C:26](=[O:40])[C:27]3[CH:32]=[CH:31][CH:30]=[CH:29][C:28]=3[C:33]3[CH:38]=[CH:37][C:36]([CH3:39])=[CH:35][CH:34]=3)=[CH:23][CH:24]=2)[CH2:10][CH2:9][C:8]1=[O:42] |f:1.2.3|. Reactants: C(C)(=O)OCCN1C(CCN(C2=C1C=CC=C2)C(C2=CC=C(C=C2)NC(C2=C(C=CC=C2)C2=CC=C(C=C2)C)=O)=O)=O (1-(2-acetoxyethyl)-5-{4-[2-(4-methylphenyl)benzoylamino]benzoyl}-1,3,4,5-tetrahydro-1,5-benzodiazepin-2(2H)-one), C([O-])([O-])=O.[K+].[K+] (potassium carbonate). Reaction conditions: time 3 hour. Procedure: A mixture of 1-(2-acetoxyethyl)-5-{4-[2-(4-methylphenyl)benzoylamino]benzoyl}-1,3,4,5-tetrahydro-1,5-benzodiazepin-2(2H)-one (450 mg) and potassium carbonate (117 mg) in methanol (15 ml) was stirred at ambient temperature for 3 hours. The mixture was diluted with chloroform and the solution was washed with water and brine, and dried over magnesium sulfate. The solvent was evaporated in vacuo to give 1-(2-hydroxyethyl)-5-{4-[2-(4-methylphenyl)benzoylamino]benzoyl}-1,3,4,5-tetrahydro -1,5-benzodia... The product is OCCN1C(CCN(C2=C1C=CC=C2)C(C2=CC=C(C=C2)NC(C2=C(C=CC=C2)C2=CC=C(C=C2)C)=O)=O)=O (1-(2-hydroxyethyl)-5-{4-[2-(4-methylphenyl)benzoylamino]benzoyl}-1,3,4,5-tetrahydro -1,5-benzodiazepin-2(2H)-one). The yield is 103.3%. Solvent: CO (methanol), C(Cl)(Cl)Cl (chloroform).